Dataset: the Open Reaction Database (ORD), a public repository of structured organic reaction records. Task: describe an organic reaction: reactants, conditions, products, and yield The product is FC=1C=C(C=CC1F)C1(CC2=CC=C(C=C2CC1)[C@@H]1CC[C@H](CC1)CCC)O (2-(3,4-difluorophenyl)-2-hydroxy-6-(trans-4-propylcyclohexyl)-1,2,3,4-tetrahydronaphthalene). As a reaction SMILES: Br[C:2]1[CH:3]=[C:4]2[C:9](=[CH:10][CH:11]=1)[CH2:8][CH:7]([C:12]1[CH:17]=[CH:16][C:15]([F:18])=[C:14]([F:19])[CH:13]=1)[CH2:6][CH2:5]2.[Mg].[CH2:21]([CH:24]1[CH2:29][CH2:28][C:27](=O)[CH2:26][CH2:25]1)[CH2:22][CH3:23].Cl.[O:32]1CCCC1>>[F:19][C:14]1[CH:13]=[C:12]([C:7]2([OH:32])[CH2:6][CH2:5][C:4]3[C:9](=[CH:10][CH:11]=[C:2]([C@H:27]4[CH2:28][CH2:29][C@H:24]([CH2:21][CH2:22][CH3:23])[CH2:25][CH2:26]4)[CH:3]=3)[CH2:8]2)[CH:17]=[CH:16][C:15]=1[F:18]. Run at time 30 minute. Reactants: C(CC)C1CCC(CC1)=O (4-propylcyclohexanone), O1CCCC1 (tetrahydrofuran), Cl (hydrochloric acid), Grignard reagent, BrC=1C=C2CCC(CC2=CC1)C1=CC(=C(C=C1)F)F (6-bromo-2-(3,4-difluorophenyl)-1,2,3,4-tetrahydronaphthalene), [Mg] (magnesium), O1CCCC1 (tetrahydrofuran). Procedure details: A Grignard reagent was prepared by the dropwise addition of a solution of 25 g of 3,4-difluorobromobenzene in 100 ml of tetrahydrofuran to 3.5 g of magnesium. The reagent mixture was filtered through a glass filter, and following the addition of 150 ml of toluene to the filtrate, approximately 100 ml of solvent was removed under reduced pressure, at room temperature. The mixture was then heated to 60° C., and a solution of 27 g of 6-bromo-1,2,3,4-tetrahydronaphthalen-2-one in 50 ml of toluene wa... Reactants: N1CC(CCC1)CO (3-piperidinemethanol), BrCCCC1=CC=CC=C1 (1-bromo-3-phenylpropane), C([O-])([O-])=O.[K+].[K+] (potassium carbonate). Run in O (water), C(C)#N (acetonitrile). Reaction conditions: time 1 day. The product is C1(=CC=CC=C1)CCCN1CC(CCC1)CO (1-(3-phenylpropan-1-yl)piperidine-3-methanol). As a reaction SMILES: [NH:1]1[CH2:6][CH2:5][CH2:4][CH:3]([CH2:7][OH:8])[CH2:2]1.Br[CH2:10][CH2:11][CH2:12][C:13]1[CH:18]=[CH:17][CH:16]=[CH:15][CH:14]=1.C(=O)([O-])[O-].[K+].[K+]>C(#N)C.O>[C:13]1([CH2:12][CH2:11][CH2:10][N:1]2[CH2:6][CH2:5][CH2:4][CH:3]([CH2:7][OH:8])[CH2:2]2)[CH:18]=[CH:17][CH:16]=[CH:15][CH:14]=1 |f:2.3.4|. Procedure: To a solution of 10.07 g (87.43 mM) of 3-piperidinemethanol and 19.1 g (96.2 mM) of 1-bromo-3-phenylpropane in 150 ml of acetonitrile was added 18.1 g (131 mM) of potassium carbonate and the mixture was stirred at room temperature for one day. This reaction mixture was poured in water and extracted with 3 portions of ethyl acetate. The pooled organic layer was dried over MgSO4 and the solvent was distilled off under reduced pressure to provide crude 1-(3-phenylpropan-1-yl)piperidine-3-methanol. ... Product: CN(C(CC1=C(C=CC(=C1)OC)I)=O)C (N,N-dimethyl-2-iodo-5-methoxybenzeneacetamide). Procedure details: A 16.7 g (0.19 mole) sample of oxalyl chloride was added dropwise at 0° C. to a solution of 50.0 g (0.17 mole) of 2-iodo-5-methoxybenzeneacetic acid in 310 ml dry toluene and 31.7 ml of DMF. The mixture was allowed to warm to room temperature and stir for 16 hours. The solution was cooled to 0° C. and dimethylamine gas was admitted until the mixture was strongly basic. The mixture was allowed to warm to room temperature and stir for three hours and methylene chloride was added. The organic layer... The reactants are C(C(=O)Cl)(=O)Cl (oxalyl chloride), IC1=C(C=C(C=C1)OC)CC(=O)O (2-iodo-5-methoxybenzeneacetic acid), C(Cl)Cl (methylene chloride), CNC (dimethylamine). Reaction SMILES: C(Cl)(=O)C(Cl)=O.[I:7][C:8]1[CH:13]=[CH:12][C:11]([O:14][CH3:15])=[CH:10][C:9]=1[CH2:16][C:17]([OH:19])=O.[CH3:20][NH:21][CH3:22].C(Cl)Cl>C1(C)C=CC=CC=1.CN(C=O)C>[CH3:20][N:21]([CH3:22])[C:17](=[O:19])[CH2:16][C:9]1[CH:10]=[C:11]([O:14][CH3:15])[CH:12]=[CH:13][C:8]=1[I:7]. Run in C1(=CC=CC=C1)C (toluene), CN(C)C=O (DMF). Conditions: time 16 hour.